Dataset: the Open Reaction Database (ORD), a public repository of structured organic reaction records. Task: describe an organic reaction: reactants, conditions, products, and yield The reactants are NC1=CC=2N(C=N1)C=C(N2)C=2C=C(OCC(=O)OC)C=CC2 (methyl 2-(3-(7-aminoimidazo[1,2-c]pyrimidin-2-yl)phenoxy)acetate), C(C)N(C(=O)C=1C=NN(C1C(=O)O)C)C (4-(ethyl(methyl)carbamoyl)-1-methyl-1H-pyrazole-5-carboxylic acid), solid. Yields the product COC(COC1=CC(=CC=C1)C=1N=C2N(C=CC(=N2)NC(=O)C=2N(N=CC2C(N(C)CC)=O)C)C1)=O ([3-(7-{[4-(Ethyl-methyl-carbamoyl)-2-methyl-2H-pyrazole-3-carbonyl]-amino}-imidazo[1,2-a]pyrimidin-2-yl)-phenoxy]-acetic acid methyl ester). As a reaction SMILES: [NH2:1][C:2]1[N:7]=[CH:6][N:5]2[CH:8]=[C:9]([C:11]3[CH:12]=[C:13]([CH:20]=[CH:21][CH:22]=3)[O:14][CH2:15][C:16]([O:18][CH3:19])=[O:17])[N:10]=[C:4]2[CH:3]=1.[CH2:23]([N:25]([CH3:37])[C:26]([C:28]1[CH:29]=[N:30][N:31]([CH3:36])[C:32]=1[C:33](O)=[O:34])=[O:27])[CH3:24]>>[CH3:19][O:18][C:16](=[O:17])[CH2:15][O:14][C:13]1[CH:20]=[CH:21][CH:22]=[C:11]([C:9]2[N:10]=[C:6]3[N:7]=[C:2]([NH:1][C:33]([C:32]4[N:31]([CH3:36])[N:30]=[CH:29][C:28]=4[C:26](=[O:27])[N:25]([CH2:23][CH3:24])[CH3:37])=[O:34])[CH:3]=[CH:4][N:5]3[CH:8]=2)[CH:12]=1. Reported procedure: The title compound was prepared in analogy to example 82 from methyl 2-(3-(7-aminoimidazo[1,2-c]pyrimidin-2-yl)phenoxy)acetate (105 mg, 352 μmol) and 4-(ethyl(methyl)carbamoyl)-1-methyl-1H-pyrazole-5-carboxylic acid (74.3 mg, 352 μmol). Light yellow solid (30 mg, 16%). MS (m/z)=492.2 [M+H+].